From a dataset of the Open Reaction Database (ORD), a public repository of structured organic reaction records. describe an organic reaction: reactants, conditions, products, and yield The reactants are OS(=O)(=O)[O-].[K+] (KHSO4), OC1=NC=CC(=C1)O (2,4-dihydroxypyridine), C(=O)([O-])[O-].[K+].[K+] (K2CO3), II (I2). Run in O (water). Conditions: temperature 100 celsius. Product: OC1=NC=CC(=C1I)O (2,4-dihydroxy-3-iodopyridine). RXN SMILES: [OH:1][C:2]1[CH:7]=[C:6]([OH:8])[CH:5]=[CH:4][N:3]=1.C([O-])([O-])=O.[K+].[K+].[I:15]I.OS([O-])(=O)=O.[K+]>O>[OH:1][C:2]1[C:7]([I:15])=[C:6]([OH:8])[CH:5]=[CH:4][N:3]=1 |f:1.2.3,5.6|. Procedure: A mixture of 2,4-dihydroxypyridine (1.0 eq), K2CO3 (1.0 eq), and water was stirred at 100° C. so that it became homogeneous. With continued stirring and heating, I2 (1.0 eq) was added in portions, causing the evolution of gas. When the solid I2 was consumed, the mixture was cooled and acidified with aqueous KHSO4 (1.0 eq), generating a precipitate. The precipitate was collected by filtration, rinsed with water, and stored under high vacuum, to give 2,4-dihydroxy-3-iodopyridine.